This data is from the Open Reaction Database (ORD), a public repository of structured organic reaction records. The task is: describe an organic reaction: reactants, conditions, products, and yield Reactants: CN(C)C=O, COCCCn1ccc2ccc(CC(CC(NC(=O)OC(C)(C)C)C(O)CC(C(=O)NC3CC34CCOCC4)C(C)C)C(C)C)cc21, O=C=NS(=O)(=O)Cl, ClCCl. The product is COCCCn1cc(C#N)c2ccc(CC(CC(NC(=O)OC(C)(C)C)C(O)CC(C(=O)NC3CC34CCOCC4)C(C)C)C(C)C)cc21. Reaction SMILES: [CH3:55][N:56]([CH3:57])[CH:58]=[O:59].[CH:1]1([NH:9][C:10](=[O:11])[CH:12]([CH2:13][CH:14]([CH:15]([CH2:16][CH:17]([CH:18]([CH3:19])[CH3:20])[CH2:21][c:22]2[cH:23][cH:24][c:25]3[cH:26][cH:27][n:28]([CH2:31][CH2:32][CH2:33][O:34][CH3:35])[c:29]3[cH:30]2)[NH:36][C:37]([O:38][C:39]([CH3:40])([CH3:41])[CH3:42])=[O:43])[OH:44])[CH:45]([CH3:46])[CH3:47])[CH2:2][C:3]12[CH2:4][CH2:5][O:6][CH2:7][CH2:8]2.[Cl:48][S:49](=[O:51])([N:52]=[C:53]=[O:50])=[O:54].[Cl:60][CH2:61][Cl:62]>>[CH:1]1([NH:9][C:10](=[O:11])[CH:12]([CH2:13][CH:14]([CH:15]([CH2:16][CH:17]([CH:18]([CH3:19])[CH3:20])[CH2:21][c:22]2[cH:23][cH:24][c:25]3[c:26]([C:53]#[N:52])[cH:27][n:28]([CH2:31][CH2:32][CH2:33][O:34][CH3:35])[c:29]3[cH:30]2)[NH:36][C:37]([O:38][C:39]([CH3:40])([CH3:41])[CH3:42])=[O:43])[OH:44])[CH:45]([CH3:46])[CH3:47])[CH2:2][C:3]12[CH2:4][CH2:5][O:6][CH2:7][CH2:8]2. Starting materials: [OH-].[Na+] (sodium hydroxide), COCCO (2-methoxyethanol), ClC1=C(C(=C(C=C1)S(=O)(=O)C)Cl)C (1,3-Dichloro-2-methyl-4-(methylsulfonyl)benzene), C1(=CC=CC=C1)C (toluene). Yields the product ClC1=C(C(=C(C=C1)S(=O)(=O)C)OCCOC)C (1-chloro-3-(2-methoxyethoxy)-2-methyl-4-(methylsulfonyl)benzene). Isolated yield 81.2%. RXN SMILES: [Cl:1][C:2]1[CH:7]=[CH:6][C:5]([S:8]([CH3:11])(=[O:10])=[O:9])=[C:4](Cl)[C:3]=1[CH3:13].C1(C)C=CC=CC=1.[OH-].[Na+].[CH3:23][O:24][CH2:25][CH2:26][OH:27]>>[Cl:1][C:2]1[CH:7]=[CH:6][C:5]([S:8]([CH3:11])(=[O:10])=[O:9])=[C:4]([O:27][CH2:26][CH2:25][O:24][CH3:23])[C:3]=1[CH3:13] |f:2.3|. Procedure details: 1,3-Dichloro-2-methyl-4-(methylsulfonyl)benzene (13.1 g) and toluene (40 mL) were mixed, and 2-methoxyethanol (4.49 g) and sodium hydroxide (4.55 g) were added, followed by heating and refluxing for 3 hours. After completion of the reaction, the mixture was cooled to room temperature, and the solvent was distilled off under reduced pressure. To the obtained residue, a mixed solvent of methanol (12 mL) and water (48 mL) was added, followed by stirring for a while. Then, the formed solid was colle... Starting materials: solution, N12CCCCCC2=NCCC1 (1,8-diazabicyclo[5.4.0]undec-7-ene), OC1=C(C=CC=C1)C(CC)=O (1-(2-hydroxyphenyl)propan-1-one), BrCC(=O)OC (methyl bromoacetate), C([O-])([O-])=O.[K+].[K+] (potassium carbonate), Cl (Hydrochloric acid). The solvent is CN(C=O)C (N,N-dimethylformamide), CC(=O)C (acetone). Run at time 8 hour. Product: C(C)C1=C(OC2=C1C=CC=C2)C(=O)OC (methyl 3-ethyl-1-benzofuran-2-carboxylate). Yield: 52.0%. RXN SMILES: [OH:1][C:2]1[CH:7]=[CH:6][CH:5]=[CH:4][C:3]=1[C:8](=O)[CH2:9][CH3:10].Br[CH2:13][C:14]([O:16][CH3:17])=[O:15].C(=O)([O-])[O-].[K+].[K+].N12CCCN=C1CCCCC2.Cl>CN(C)C=O.CC(C)=O>[CH2:9]([C:8]1[C:3]2[CH:4]=[CH:5][CH:6]=[CH:7][C:2]=2[O:1][C:13]=1[C:14]([O:16][CH3:17])=[O:15])[CH3:10] |f:2.3.4|. Procedure: To a mixture of 1-(2-hydroxyphenyl)propan-1-one (10.0 g), methyl bromoacetate (5.11 mL) and acetone (100 mL) was added potassium carbonate (18.4 g), and the mixture was stirred overnight at room temperature. The insoluble material was filtered off, and the filtrate was concentrated under reduced pressure. The residue was purified by silica gel column chromatography (ethyl acetate:hexane=1:4, volume ratio) to give a colorless oil. To a solution (150 mL) of the obtained oil in N,N-dimethylformamid... The reactants are C(C)(C)(C)OC(=O)N1C(CC(C2=CC=CC=C12)=O)(C)C (1-tert-butoxycarbonyl-1,2,3,4-tetrahydro-2,2-dimethyl-4-quinolinone), IC (iodomethane), [H-].[Na+] (NaH). The solvent is CN(C)C=O (DMF). Reaction conditions: time 2 hour. Yields the product CC1(NC2=CC=CC=C2C(C1C)=O)C (1,2,3,4-tetrahydro-2,2,3-trimethyl-4-quinolinone). Yield: 132.1%. As a reaction SMILES: C(OC([N:8]1[C:17]2[C:12](=[CH:13][CH:14]=[CH:15][CH:16]=2)[C:11](=[O:18])[CH2:10][C:9]1([CH3:20])[CH3:19])=O)(C)(C)C.I[CH3:22].[H-].[Na+]>CN(C=O)C>[CH3:20][C:9]1([CH3:19])[CH:10]([CH3:22])[C:11](=[O:18])[C:12]2[C:17](=[CH:16][CH:15]=[CH:14][CH:13]=2)[NH:8]1 |f:2.3|. Procedure: To a solution of 1-tert-butoxycarbonyl-1,2,3,4-tetrahydro-2,2-dimethyl-4-quinolinone (0.10 g, 0.36 mmol) and iodomethane (0.50 mL, 8.0 mmol) in DMF (4 mL) was added NaH (60% in mineral oil, 20 mg, 0.50 mmol) and the resulting mixture was stirred at rt for 2 h. The reaction was quenched with water (5 mL) and was extracted with EtOAc (2×15 mL). Removal of solvent and chromatography of the crude residue on a silica gel column using a 10% mixture of EtOAc and hexane as solvents afforded 90 mg (86%) ... The product is CC(C)CC(=O)c1ccc2c(c1)CC(=O)N2. Reaction SMILES: [Al+3:4].[CH3:15][CH:16]([CH2:17][C:18](=[O:19])[Cl:20])[CH3:21].[CH3:23][N:24]([CH3:25])[CH:26]=[O:27].[Cl-:1].[Cl-:2].[Cl-:3].[ClH:22].[NH:5]1[C:6](=[O:14])[CH2:7][c:8]2[cH:9][cH:10][cH:11][cH:12][c:13]21>>[NH:5]1[C:6](=[O:14])[CH2:7][c:8]2[cH:9][c:10]([C:18]([CH2:17][CH:16]([CH3:15])[CH3:21])=[O:19])[cH:11][cH:12][c:13]21. The reactants are [Al+3], CC(C)CC(=O)Cl, CN(C)C=O, [Cl-], [Cl-], [Cl-], Cl, O=C1Cc2ccccc2N1. Starting materials: CC(=O)c1ccc2c(c1)CC(=O)N2, C1CCNCC1, CCO, O=Cc1cc2ccccc2[nH]1. Yields the product CC(=O)c1ccc2c(c1)C(=Cc1cc3ccccc3[nH]1)C(=O)N2. RXN SMILES: [C:1]([CH3:2])(=[O:3])[c:4]1[cH:5][c:6]2[c:10]([cH:11][cH:12]1)[NH:9][C:8](=[O:13])[CH2:7]2.[CH2:25]1[CH2:26][CH2:27][NH:28][CH2:29][CH2:30]1.[CH3:31][CH2:32][OH:33].[nH:14]1[c:15]([CH:23]=[O:24])[cH:16][c:17]2[cH:18][cH:19][cH:20][cH:21][c:22]12>>[C:1]([CH3:2])(=[O:3])[c:4]1[cH:5][c:6]2[c:10]([cH:11][cH:12]1)[NH:9][C:8](=[O:13])[C:7]2=[CH:23][c:15]1[nH:14][c:22]2[c:17]([cH:16]1)[cH:18][cH:19][cH:20][cH:21]2. Reactants: C1(=CC=CC=C1)C(C(=O)Cl)CC (2-phenylbutanoyl chloride), CN[C@@H]1CCC=2N(C3=CC=CC=C3C2CC(=O)OCCC)C1 (propyl [(7R)-7-(methylamino)-6,7,8,9-tetrahydropyrido[1,2-a]indol-10-yl]acetate). The product is C1(=CC=CC=C1)C(C(=O)N([C@@H]1CCC=2N(C3=CC=CC=C3C2CC(=O)O)C1)C)C1=CC=CC=C1 ({(7R)-7-[(diphenylacetyl)(methyl)amino]-6,7,8,9-tetrahydropyrido[1,2-a]indol-10-yl}acetic acid). Reaction SMILES: [C:1]1([CH:7]([CH2:11][CH3:12])[C:8](Cl)=[O:9])[CH:6]=[CH:5][CH:4]=[CH:3][CH:2]=1.[CH3:13][NH:14][C@H:15]1[CH2:34][N:19]2[C:20]3[C:25]([C:26]([CH2:27][C:28]([O:30]CCC)=[O:29])=[C:18]2[CH2:17][CH2:16]1)=[CH:24][CH:23]=[CH:22][CH:21]=3>>[C:1]1([CH:7]([C:11]2[CH:12]=[CH:3][CH:2]=[CH:1][CH:6]=2)[C:8]([N:14]([CH3:13])[C@H:15]2[CH2:34][N:19]3[C:20]4[C:25]([C:26]([CH2:27][C:28]([OH:30])=[O:29])=[C:18]3[CH2:17][CH2:16]2)=[CH:24][CH:23]=[CH:22][CH:21]=4)=[O:9])[CH:6]=[CH:5][CH:4]=[CH:3][CH:2]=1. Procedure details: The title compound was prepared using analogous procedures described in Example 2 (Method B) from 2-phenylbutanoyl chloride and propyl [(7R)-7-(methylamino)-6,7,8,9-tetrahydropyrido[1,2-a]indol-10-yl]acetate. MS (+ESI) m/z: 405. Reactants: CC1=C(C=C(C=C1)C)O (2,5-dimethylphenol), C([O-])([O-])=O.[K+].[K+] (potassium carbonate), ClCC(=C)C (3-chloro-2-methylpropene). The product is CC1=C(C=C(C=C1)C)OCC(C)=C (methallyl 2,5-dimethylphenyl ether). Reaction SMILES: [CH3:1][C:2]1[CH:7]=[CH:6][C:5]([CH3:8])=[CH:4][C:3]=1[OH:9].C(=O)([O-])[O-].[K+].[K+].Cl[CH2:17][C:18]([CH3:20])=[CH2:19]>CC(C)=O>[CH3:1][C:2]1[CH:7]=[CH:6][C:5]([CH3:8])=[CH:4][C:3]=1[O:9][CH2:19][C:18](=[CH2:17])[CH3:20] |f:1.2.3|. Solvent: CC(=O)C (acetone). Reported procedure: To a solution 122.2 g of 2,5-dimethylphenol in 300 ml of acetone was added 83 g of anhydrous potassium carbonate and 150 ml of 3-chloro-2-methylpropene. After refluxing for 65 hours, the reaction mixture was filtered and concentrated under reduced pressure and diluted with 200 ml diethyl ether. The mixture was washed three times with 100 ml of 10% aqueous solution of sodium hydroxide. The combined organic extracts were washed with water, dried over anhydrous magnesium sulfate, filtered and conce... Reactants: O=C(NC(CCO)C(=O)O)OCc1ccccc1, CCN=C=NCCCN(C)C, CN(C)C=O, Cl, O, On1nnc2ccccc21. Product: O=C(NC1CCOC1=O)OCc1ccccc1. As a reaction SMILES: [CH2:1]([c:2]1[cH:3][cH:4][cH:5][cH:6][cH:7]1)[O:8][C:9](=[O:10])[NH:11][CH:12]([CH2:13][CH2:14][OH:15])[C:16](=[O:17])[OH:18].[CH2:35]([N:36]=[C:37]=[N:38][CH2:39][CH2:40][CH2:41][N:42]([CH3:43])[CH3:44])[CH3:45].[CH3:29][N:30]([CH3:31])[CH:32]=[O:33].[ClH:34].[OH2:46].[OH:19][n:20]1[c:21]2[cH:22][cH:23][cH:24][cH:25][c:26]2[n:27][n:28]1>>[CH2:1]([c:2]1[cH:3][cH:4][cH:5][cH:6][cH:7]1)[O:8][C:9](=[O:10])[NH:11][CH:12]1[CH2:13][CH2:14][O:18][C:16]1=[O:17].